This data is from the Open Reaction Database (ORD), a public repository of structured organic reaction records. The task is: describe an organic reaction: reactants, conditions, products, and yield Starting materials: CCCC(=O)NCCl, CN(C)C=O, [Na], O, Cn1nnnc1SCC1=C(C(=O)O)N2C(=O)C(NC(=O)Cn3cccc3)C2SC1. The product is CCCC(=O)NCOC(=O)C1=C(CSc2nnnn2C)CSC2C(NC(=O)Cn3cccc3)C(=O)N12. RXN SMILES: [C:36]([CH2:37][CH2:38][CH3:39])(=[O:40])[NH:41][CH2:42][Cl:43].[CH3:1][N:2]([CH3:3])[CH:4]=[O:5].[Na:6].[OH2:44].[n:7]1([CH2:12][C:13](=[O:14])[NH:15][CH:16]2[CH:17]3[S:18][CH2:19][C:20]([CH2:28][S:29][c:30]4[n:31][n:32][n:33][n:34]4[CH3:35])=[C:21]([C:25](=[O:26])[OH:27])[N:22]3[C:23]2=[O:24])[cH:8][cH:9][cH:10][cH:11]1>>[n:7]1([CH2:12][C:13](=[O:14])[NH:15][CH:16]2[CH:17]3[S:18][CH2:19][C:20]([CH2:28][S:29][c:30]4[n:31][n:32][n:33][n:34]4[CH3:35])=[C:21]([C:25]([O:26][CH2:42][NH:41][C:36]([CH2:37][CH2:38][CH3:39])=[O:40])=[O:27])[N:22]3[C:23]2=[O:24])[cH:8][cH:9][cH:10][cH:11]1. Reactants: BrC1=C(C=C(C=C1)OC)Cl (1-bromo-2-chloro-4-methoxybenzene), C(#N)CC(C)=O.[Na] (sodium cyano acetone), CC(C)([O-])C.[Na+] (sodium t-butoxide), [I-].[Na+] (sodium iodide). Reagents/catalysts: C(C)(=O)[O-].[Pd+2].C(C)(=O)[O-] (palladium acetate), C1(=CC=CC=C1)P(C1=CC=CC=C1)C1=CC=CC=C1 (triphenylphosphine). Run in COCCOCCOC (diglyme), C(C)(=O)OCC (ethyl acetate), COCCOC (1,2-dimethoxyethane), COCCOCCOC (diglyme). Yields the product C(#N)C(C(C)=O)C1=C(C=C(C=C1)OC)Cl (1-cyano-1-(2-chloro-4-methoxyphenyl)propan-2-on). Isolated yield 801.9%. As a reaction SMILES: Br[C:2]1[CH:7]=[CH:6][C:5]([O:8][CH3:9])=[CH:4][C:3]=1[Cl:10].[C:11]([CH2:13][C:14](=[O:16])[CH3:15])#[N:12].[Na].CC(C)([O-])C.[Na+].[I-].[Na+]>C(OCC)(=O)C.C([O-])(=O)C.[Pd+2].C([O-])(=O)C.C1(P(C2C=CC=CC=2)C2C=CC=CC=2)C=CC=CC=1.COCCOCCOC.COCCOC>[C:11]([CH:13]([C:2]1[CH:7]=[CH:6][C:5]([O:8][CH3:9])=[CH:4][C:3]=1[Cl:10])[C:14](=[O:16])[CH3:15])#[N:12] |f:1.2,3.4,5.6,8.9.10,^1:16|. Procedure details: Under argon gas atmosphere, to a solution of 1-bromo-2-chloro-4-methoxybenzene (120 g) in a mixed diglyme (230 mL) and 1,2-dimethoxyethane (90 mL), sodium cyano acetone (62.6 g), sodium t-butoxide (114.6 g) and sodium iodide (81.2 g) were added with stirring at room temperature to obtain a suspension. By another process, under argon gas atmosphere, a mixture of diglyme (40 mL), palladium acetate (426 mg) and triphenylphosphine (1.99 g) was stirred for about 30 minutes at 110° C. to dissolve. Thi... Starting materials: CC(CCBr)C (3-methyl-1-bromobutane), CC(=O)C1CCCC(C1)(C)C (herbac). Product: CC1(CC(CCC1)C(C)(CCC(C)C)O)C (2-(3,3-dimethylcyclohexyl)-5-methylhexan-2-ol). Reaction SMILES: [CH3:1][CH:2]([CH3:6])[CH2:3][CH2:4]Br.[CH3:7][C:8]([CH:10]1[CH2:15][C:14]([CH3:17])([CH3:16])[CH2:13][CH2:12][CH2:11]1)=[O:9]>>[CH3:16][C:14]1([CH3:17])[CH2:13][CH2:12][CH2:11][CH:10]([C:8]([OH:9])([CH2:4][CH2:3][CH:2]([CH3:6])[CH3:1])[CH3:7])[CH2:15]1. Reported procedure: The protocol of example 1 is carried out again with 3-methyl-1-bromobutane replacing bromoethane, and herbac replacing dehydroherbac. The reactants are OCC(O)CBr, O=[N+]([O-])c1c(Br)n[nH]c1Br, [H-], [Na+], CN(C)C=O. The product is O=[N+]([O-])c1c(Br)nn(CC(O)CO)c1Br. RXN SMILES: [Br:13][CH2:14][CH:15]([CH2:16][OH:17])[OH:18].[Br:1][c:2]1[n:3][nH:4][c:5]([Br:10])[c:6]1[N+:7](=[O:8])[O-:9].[H-:12].[Na+:11].[O:19]=[CH:20][N:21]([CH3:22])[CH3:23]>>[Br:1][c:2]1[n:3][n:4]([CH2:14][CH:15]([CH2:16][OH:17])[OH:18])[c:5]([Br:10])[c:6]1[N+:7](=[O:8])[O-:9]. Solvent: C(Cl)(Cl)Cl (chloroform), O (water). Procedure: To a solution of N,N-diphenylformamide (19.7 g, 0.10 mol) in 100 ml of chloroform was added 22.8 g (0.11 mol) of phosphorus pentachloride in small portions. After the addition was completed the solution was refluxed for 1 hr. Ethyl 4-aminobenzoate (16.5 g, 0.10 mol) was added in small portions and the solution was refluxed 1 hr. The solution was poured into 100 ml of water and neutralized with concentrated ammonium hydroxide. The chloroform phase was separated, dried (MgSO4), filtered and concen... Starting materials: C1(=CC=CC=C1)N(C=O)C1=CC=CC=C1 (N,N-diphenylformamide), P(Cl)(Cl)(Cl)(Cl)Cl (phosphorus pentachloride), [OH-].[NH4+] (ammonium hydroxide), NC1=CC=C(C(=O)OCC)C=C1 (Ethyl 4-aminobenzoate). Reaction SMILES: [C:1]1([N:7]([C:10]2[CH:15]=[CH:14][CH:13]=[CH:12][CH:11]=2)[CH:8]=O)[CH:6]=[CH:5][CH:4]=[CH:3][CH:2]=1.P(Cl)(Cl)(Cl)(Cl)Cl.[NH2:22][C:23]1[CH:33]=[CH:32][C:26]([C:27]([O:29][CH2:30][CH3:31])=[O:28])=[CH:25][CH:24]=1.[OH-].[NH4+]>C(Cl)(Cl)Cl.O>[C:1]1([N:7]([C:10]2[CH:15]=[CH:14][CH:13]=[CH:12][CH:11]=2)[CH:8]=[N:22][C:23]2[CH:24]=[CH:25][C:26]([C:27]([O:29][CH2:30][CH3:31])=[O:28])=[CH:32][CH:33]=2)[CH:6]=[CH:5][CH:4]=[CH:3][CH:2]=1 |f:3.4|. Product: C1(=CC=CC=C1)N(C=NC1=CC=C(C=C1)C(=O)OCC)C1=CC=CC=C1 (N,N-Diphenyl-N'-(4-ethoxycarbonylphenyl)formamidine). The reactants are COC1=C(C=CC=C1)C1=NC2=CC=CC=C2C(N1)=O (2-(2′-Methoxyphenyl)-4-quinazolinone), NC1=C(C(=O)N)C=C(C=C1)N1CCOCC1 (2-Amino-5-morpholinylbenzamide), COC=1C=C(C=O)C=CC1 (3-methoxybenzaldehyde). Yields the product COC=1C=C(C=CC1)C1=NC2=CC=C(C=C2C(N1)=O)N1CCOCC1 (2-(3′-Methoxyphenyl)-6-(morpholinyl)-4-quinazolinone). Yield: 46.1%. RXN SMILES: COC1C=CC=CC=1C1NC(=O)C2C(=CC=CC=2)N=1.[NH2:20][C:21]1[CH:29]=[CH:28][C:27]([N:30]2[CH2:35][CH2:34][O:33][CH2:32][CH2:31]2)=[CH:26][C:22]=1[C:23]([NH2:25])=[O:24].[CH3:36][O:37][C:38]1[CH:39]=[C:40]([CH:43]=[CH:44][CH:45]=1)[CH:41]=O>>[CH3:36][O:37][C:38]1[CH:39]=[C:40]([C:41]2[NH:25][C:23](=[O:24])[C:22]3[C:21](=[CH:29][CH:28]=[C:27]([N:30]4[CH2:31][CH2:32][O:33][CH2:34][CH2:35]4)[CH:26]=3)[N:20]=2)[CH:43]=[CH:44][CH:45]=1. Reported procedure: According to the preparation of 42, 29 (1.0 g, 4.5 mmol) and 3-methoxybenzaldehyde (34) (0.6 g, 4.5 mmol) were used to afford 59 (0.7 g, 48.3%) as pale yellow needles.